describe an organic reaction: reactants, conditions, products, and yield From a dataset of the Open Reaction Database (ORD), a public repository of structured organic reaction records. Starting materials: N1(CCOCC1)CC#N (morpholine acetonitrile), S(=O)(=O)(OC)OC (dimethyl sulfate). Run in C(C)(=O)OCC (ethyl acetate). Run at temperature 40 celsius. The product is C(C)#N.C[NH+]1CCOCC1 (N-Methyl Morpholinium Acetonitrile). The yield is 79.0%. RXN SMILES: [N:1]1([CH2:7]C#N)[CH2:6][CH2:5][O:4][CH2:3][CH2:2]1.S(OC)(OC)(=O)=O>C(OCC)(=O)C>[C:2](#[N:1])[CH3:3].[CH3:7][NH+:1]1[CH2:6][CH2:5][O:4][CH2:3][CH2:2]1 |f:3.4|. Reported procedure: To a solution of 30 g of morpholine acetonitrile in 75 ml of ethyl acetate was added 22.5 ml of dimethyl sulfate, corresponding to approximately equivalent molar amounts of the two reagents. The resulting solution was mechanically stirred in an oil bath maintained at 40° C. After 10 minutes of stirring, a semi-solid precipitate having a brownish coloration formed and settled on the bottom of the flask. HPLC (high pressure liquid chromatography) analysis showed at least 4 undesirable side product...